From a dataset of the Open Reaction Database (ORD), a public repository of structured organic reaction records. describe an organic reaction: reactants, conditions, products, and yield Starting materials: OC1=C2C(=NC(=N1)C)N(N=C2)C2=CC=CC=C2 (4-hydroxy-6-methyl-1-phenyl-pyrazolo-[3,4-d]pyrimidine), P(=O)(Cl)(Cl)Cl (phosphorus oxychloride). Reaction conditions: temperature 92.5 celsius. Yields the product ClC1=C2C(=NC(=N1)C)N(N=C2)C2=CC=CC=C2 (4-chloro-6-methyl-1-phenyl-pyrazolo-[3,4-d]pyrimidine). Yield: 89.0%. Reaction SMILES: O[C:2]1[N:7]=[C:6]([CH3:8])[N:5]=[C:4]2[N:9]([C:12]3[CH:17]=[CH:16][CH:15]=[CH:14][CH:13]=3)[N:10]=[CH:11][C:3]=12.P(Cl)(Cl)([Cl:20])=O>>[Cl:20][C:2]1[N:7]=[C:6]([CH3:8])[N:5]=[C:4]2[N:9]([C:12]3[CH:17]=[CH:16][CH:15]=[CH:14][CH:13]=3)[N:10]=[CH:11][C:3]=12. Procedure details: A suspension of 4-hydroxy-6-methyl-1-phenyl-pyrazolo-[3,4-d]pyrimidine (350 mg, 1.55 mmol) (Ind. J. Chem. 31B, 163, 1992) in phosphorus oxychloride (10 mL) was heated under to 90-95° C. for 9 h. The mixture was cooled to rt and concentrated. The residue was slowly poured into crushed ice. The precipitated solid was filtered, washed with water, and dried in air to obtain 4-chloro-6-methyl-1-phenyl-pyrazolo-[3,4-d]pyrimidine (compound 3B, 335 mg, 89%) as an off-white solid. HPLC Retention time=3.7... The reactants are CC1(COC(OC1)CO)C ((5,5-dimethyl-1,3-dioxan-2-yl)methanol), [H-].[Na+] (sodium hydride), ClC1=C(C(=[N+](C=C1)[O-])C)C (4-chloro-2,3-dimethylpyridine1-oxide). The solvent is CS(=O)C (dimethylsulfoxide). Reaction conditions: time 30 minute. Product: CC1(COC(OC1)COC1=C(C(=[N+](C=C1)[O-])C)C)C (4-((5,5-dimethyl-1,3-dioxan-2-yl)methoxy)-2,3-dimethylpyridine1-oxide). The yield is 84.6%. As a reaction SMILES: [CH3:1][C:2]1([CH3:10])[CH2:7][O:6][CH:5]([CH2:8][OH:9])[O:4][CH2:3]1.[H-].[Na+].Cl[C:14]1[CH:19]=[CH:18][N+:17]([O-:20])=[C:16]([CH3:21])[C:15]=1[CH3:22]>CS(C)=O>[CH3:1][C:2]1([CH3:10])[CH2:7][O:6][CH:5]([CH2:8][O:9][C:14]2[CH:19]=[CH:18][N+:17]([O-:20])=[C:16]([CH3:21])[C:15]=2[CH3:22])[O:4][CH2:3]1 |f:1.2|. Reported procedure: The (5,5-dimethyl-1,3-dioxan-2-yl)methanol (2 g, 13.7 mmol) obtained in the step (1b) was mixed with sodium hydride in oil (822 mg, 20.6 mmol as the content was regarded as 60%) and dimethylsulfoxide (20 ml). The mixture was stirred at room temperature for 30 minutes. To the reaction mixture, 4-chloro-2,3-dimethylpyridine1-oxide (2.16 g, 13.7 mmol) was added and stirred at 50° C. overnight, and further allowed to stand still for one day at room temperature. After dimethylsulfoxide was distilled ... The reactants are NC=1SC2=C(N1)C=CC(=C2C#N)OC=2C=C(C=CC2)NC(C2=CC(=CC=C2)C(C)(C)C#N)=O (N-{3-[(2-amino-7-cyano-1,3-benzothiazol-6-yl)oxy]phenyl}-3-(1-cyano-1-methylethyl)benzamide), C(C)(=O)Cl (acetyl chloride). Run in N1=CC=CC=C1 (pyridine). Conditions: time 2 hour. Yields the product C(C)(=O)NC=1SC2=C(N1)C=CC(=C2C#N)OC=2C=C(C=CC2)NC(C2=CC(=CC=C2)C(C)(C)C#N)=O (N-(3-{[2-(acetylamino)-7-cyano-1,3-benzothiazol-6-yl]oxy}phenyl)-3-(1-cyano-1-methylethyl)benzamide). Isolated yield 58.2%. Reaction SMILES: [NH2:1][C:2]1[S:3][C:4]2[C:10]([C:11]#[N:12])=[C:9]([O:13][C:14]3[CH:15]=[C:16]([NH:20][C:21](=[O:33])[C:22]4[CH:27]=[CH:26][CH:25]=[C:24]([C:28]([C:31]#[N:32])([CH3:30])[CH3:29])[CH:23]=4)[CH:17]=[CH:18][CH:19]=3)[CH:8]=[CH:7][C:5]=2[N:6]=1.[C:34](Cl)(=[O:36])[CH3:35]>N1C=CC=CC=1>[C:34]([NH:1][C:2]1[S:3][C:4]2[C:10]([C:11]#[N:12])=[C:9]([O:13][C:14]3[CH:15]=[C:16]([NH:20][C:21](=[O:33])[C:22]4[CH:27]=[CH:26][CH:25]=[C:24]([C:28]([C:31]#[N:32])([CH3:30])[CH3:29])[CH:23]=4)[CH:17]=[CH:18][CH:19]=3)[CH:8]=[CH:7][C:5]=2[N:6]=1)(=[O:36])[CH3:35]. Procedure: To a solution of N-{3-[(2-amino-7-cyano-1,3-benzothiazol-6-yl)oxy]phenyl}-3-(1-cyano-1-methylethyl)benzamide (200 mg, 0.44 mmol) produced in Example 1 (iv) in pyridine (2 mL) was added acetyl chloride (41 μL, 0.57 mmol), and the mixture was stirred at room temperature for 2 hr. The reaction mixture was concentrated under reduced pressure. The residue was suspended in ethyl acetate (20 mL), washed successively with 5% aqueous sodium hydrogen carbonate solution (20 mL) and saturated brine (20 mL),... The reactants are C(C#C)NC(C)=O (N-propargylacetamide), C(C#C)N (propargyl amine), C(C)(=O)Cl (acetyl chloride), FC=1C(=C2/C(/C(NC2=CC1)=O)=C/C1=C(N=CN1)C)I ((Z)-1,3-dihydro-5-fluoro-4-iodo-3-[(4-methyl-1H-imidazol-5-yl)methylene]-2H-indol-2-one), FC=1C(=C2/C(/C(NC2=CC1)=O)=C/C1=C(N=CN1)C)I ((Z)-1,3-dihydro-5-fluoro-4-iodo-3-[(4-methyl-1H-imidazol-5-yl)methylene]-2H-indol-2-one). The reagents and catalysts are C=1C=CC(=CC1)[P](C=2C=CC=CC2)(C=3C=CC=CC3)[Pd]([P](C=4C=CC=CC4)(C=5C=CC=CC5)C=6C=CC=CC6)([P](C=7C=CC=CC7)(C=8C=CC=CC8)C=9C=CC=CC9)[P](C=1C=CC=CC1)(C=1C=CC=CC1)C=1C=CC=CC1 ((Ph3P)4Pd). Run in CN(C)C=O (DMF), ClCCl (dichloromethane), C(C)N(CC)CC (triethyl amine), CCN(CC)CC (Et3N). Yields the product FC=1C(=C2C(C(NC2=CC1)=O)=CC=1NC=NC1C)C#CCNC(C)=O (N-[3-[2,3-dihydro-5-fluoro-3-[(5-methyl-3H-imidazol-4-yl)methylene]-2-oxo-1H-indol-4-yl]-prop-2-ynyl]-acetamide). Reaction SMILES: [CH2:1]([NH:4][C:5](=[O:7])[CH3:6])[C:2]#[CH:3].C(N)C#C.C(Cl)(=O)C.[F:16][C:17]1[C:18](I)=[C:19]2[C:23](=[CH:24][CH:25]=1)[NH:22][C:21](=[O:26])/[C:20]/2=[CH:27]\[C:28]1[NH:32][CH:31]=[N:30][C:29]=1[CH3:33]>ClCCl.C1C=CC([P]([Pd]([P](C2C=CC=CC=2)(C2C=CC=CC=2)C2C=CC=CC=2)([P](C2C=CC=CC=2)(C2C=CC=CC=2)C2C=CC=CC=2)[P](C2C=CC=CC=2)(C2C=CC=CC=2)C2C=CC=CC=2)(C2C=CC=CC=2)C2C=CC=CC=2)=CC=1.CN(C=O)C.CCN(CC)CC>[F:16][C:17]1[C:18]([C:3]#[C:2][CH2:1][NH:4][C:5](=[O:7])[CH3:6])=[C:19]2[C:23](=[CH:24][CH:25]=1)[NH:22][C:21](=[O:26])[C:20]2=[CH:27][C:28]1[NH:32][CH:31]=[N:30][C:29]=1[CH3:33] |^1:41,43,62,81|. Procedure details: Using Method C above, N-propargylacetamide (32.8 mg, 0.34 mmol) (prepared by the reaction of propargyl amine (Aldrich) with acetyl chloride and triethyl amine in dichloromethane at 0° C. for 3 h) was coupled with (Z)-1,3-dihydro-5-fluoro-4-iodo-3-[(4-methyl-1H-imidazol-5-yl)methylene]-2H-indol-2-one (Starting Material 3 supra) (50 mg, 0.135 mmol) using (Ph3P)4Pd (16 mg) and Cul (3 mg) as catalyst in DMF (3 mL) and Et3N (3 mL) as solvent at 80° C. for 5 h to give N-[3-[2,3-dihydro-5-fluoro-3-[(5-... Reactants: [N+](=O)([O-])C1=C(C(=CC(=C1)C(F)(F)F)[N+](=O)[O-])NNC(C(C)(C)C)=O (N'-(2,6-dinitro-4-trifluoromethylphenyl)-2,2-dimethylpropionhydrazide), C(=O)(Cl)Cl (phosgene), solution, C(=O)(Cl)Cl (phosgene). Solvent: C1(=CC=CC=C1)C (toluene), C1(=CC=CC=C1)C (toluene). Reaction conditions: temperature 59 celsius. Product: CC(C)(C)C1=NN(C(O1)=O)C1=C(C=C(C=C1[N+](=O)[O-])C(F)(F)F)[N+](=O)[O-] (5-(1,1-dimethylethyl)-3-(2,6-dinitro-4-trifluoromethylphenyl)-1,3,4-oxadiazolin-2-one). The yield is 45.2%. RXN SMILES: [N+:1]([C:4]1[CH:9]=[C:8]([C:10]([F:13])([F:12])[F:11])[CH:7]=[C:6]([N+:14]([O-:16])=[O:15])[C:5]=1[NH:17][NH:18][C:19](=[O:24])[C:20]([CH3:23])([CH3:22])[CH3:21])([O-:3])=[O:2].[C:25](Cl)(Cl)=[O:26]>C1(C)C=CC=CC=1>[CH3:22][C:20]([C:19]1[O:24][C:25](=[O:26])[N:17]([C:5]2[C:4]([N+:1]([O-:3])=[O:2])=[CH:9][C:8]([C:10]([F:11])([F:12])[F:13])=[CH:7][C:6]=2[N+:14]([O-:16])=[O:15])[N:18]=1)([CH3:21])[CH3:23]. Procedure details: A mixture of 0.35 g (1 mmol) of N'-(2,6-dinitro-4-trifluoromethylphenyl)-2,2-dimethylpropionhydrazide, 0.3 g (3.1 mmols) of phosgene and 2.1 ml of toluene was heated to reflux for 2.5 hours (inner temperature of 59° C.). A solution (0.7 ml) of 0.1 g (1 mmol) of phosgene in toluene was further added to the reaction mixture followed by heating to reflux for further 2.5 hours. An excess of phosgene and toluene were distilled off and the residue was taken up in 20 ml of ether. After washing with sat... Reaction SMILES: [CH2:35]([I:36])[CH3:37].[CH3:38][OH:39].[ClH:28].[F:1][CH:2]([c:3]1[c:4]([C:21](=[O:22])[O:23][CH3:24])[c:5]([NH:17][CH:18]([CH3:19])[CH3:20])[c:6]([C:13](=[O:14])[O:15][CH3:16])[c:7]([C:9]([F:10])([F:11])[F:12])[n:8]1)[F:25].[K+:27].[K+:29].[K+:30].[O-:31][C:32]([O-:33])=[O:34].[O:40]=[CH:41][N:42]([CH3:43])[CH3:44].[OH-:26].[OH2:45]>>[F:1][CH:2]([c:3]1[c:4]([C:21](=[O:22])[O:23][CH2:24][CH3:32])[c:5]([NH:17][CH:18]([CH3:19])[CH3:20])[c:6]([C:13](=[O:14])[O:15][CH3:16])[c:7]([C:9]([F:10])([F:11])[F:12])[n:8]1)[F:25]. Yields the product CCOC(=O)c1c(C(F)F)nc(C(F)(F)F)c(C(=O)OC)c1NC(C)C. Starting materials: CCI, CO, Cl, COC(=O)c1c(C(F)F)nc(C(F)(F)F)c(C(=O)OC)c1NC(C)C, [K+], [K+], [K+], O=C([O-])[O-], CN(C)C=O, [OH-], O. The reactants are C(C1=CC=CC=C1)ON(C=O)CC1(CCCCCC1)C(=O)O (1-[(Benzyloxy-formyl-amino)-methyl]-cycloheptanecarboxylic acid), N(N)C1=NC=CC(=N1)C(F)(F)F (2-hydrazino-4-(trifluoromethyl)pyrimidine), CN1CCOCC1 (NMM), C1=CC2=C(N=C1)N(N=N2)O (HOAt), Cl.CN(CCCN=C=NCC)C (1-[3-(dimethylamino)-propyl]-3-ethylcarbodiimide hydrochloride). Run in CN(C)C=O (DMF). Run at time 18 hour. The product is C(C1=CC=CC=C1)ON(C=O)CC1(CCCCCC1)C(=O)NNC1=NC=CC(=N1)C(F)(F)F (N-Benzyloxy-N-{1-[N′-(4-Trifluoromethyl-Pyrimidin-2-yl)-Hydrazinocarbonyl]-Cycloheptylmethyl}-Formamide). Yield: 71.6%. As a reaction SMILES: [CH2:1]([O:8][N:9]([CH2:12][C:13]1([C:20]([OH:22])=O)[CH2:19][CH2:18][CH2:17][CH2:16][CH2:15][CH2:14]1)[CH:10]=[O:11])[C:2]1[CH:7]=[CH:6][CH:5]=[CH:4][CH:3]=1.[NH:23]([C:25]1[N:30]=[C:29]([C:31]([F:34])([F:33])[F:32])[CH:28]=[CH:27][N:26]=1)[NH2:24].CN1CCOCC1.C1C=NC2N(O)N=NC=2C=1.Cl.CN(C)CCCN=C=NCC>CN(C=O)C>[CH2:1]([O:8][N:9]([CH2:12][C:13]1([C:20]([NH:24][NH:23][C:25]2[N:30]=[C:29]([C:31]([F:33])([F:32])[F:34])[CH:28]=[CH:27][N:26]=2)=[O:22])[CH2:14][CH2:15][CH2:16][CH2:17][CH2:18][CH2:19]1)[CH:10]=[O:11])[C:2]1[CH:3]=[CH:4][CH:5]=[CH:6][CH:7]=1 |f:4.5|. Procedure details: To a mixture of 1-[(Benzyloxy-formyl-amino)-methyl]-cycloheptanecarboxylic acid (0.10 g, 0.33 mmol), 2-hydrazino-4-(trifluoromethyl)pyrimidine (0.07 g, 0.39 mmol), NMM (0.10 g, 1.0 mmol) and HOAt (0.053 g, 0.39 mmol) in DMF (1 mL) at room temperature was added 1-[3-(dimethylamino)-propyl]-3-ethylcarbodiimide hydrochloride (0.075 g, 0.34 mmol). After stirring at room temperature 18 h, the reaction mixture was then purified by preparative, reverse-phase HPLC to afford the title compound as a white... Yields the product C(C)(C)(C)OC(N(CCCC1=CC=C(C=C1)[N+](=O)[O-])CCN)=O ((2-Amino-ethyl)-[3-(4-nitro-phenyl)-propyl]-carbamic acid tert-butyl ester). Reported procedure: Add [3-(4-Nitro-phenyl)-propyl]-[2-(2,2,2-trifluoro-acetylamino)-ethyl]carbamic acid tert-butyl ester (16 g, 33 mmol), potassium carbonate (23 g, 170 mmol), methanol (100 mL) and water (45 mL) to a 500 mL flask. Heat to 50° C. for 1 hr. Cool the reaction and filter off any solids. Add dichloromethane and water, stir and separated the layers. Extract the aqueous layer with dichloromethane. Combine the organic layers, wash with brine, dry over MgSO4 and concentrate under reduced pressure to obtain... RXN SMILES: [C:1]([O:5][C:6](=[O:29])[N:7]([CH2:17][CH2:18][CH2:19][C:20]1[CH:25]=[CH:24][C:23]([N+:26]([O-:28])=[O:27])=[CH:22][CH:21]=1)[CH2:8][CH2:9][NH:10]C(=O)C(F)(F)F)([CH3:4])([CH3:3])[CH3:2].C(=O)([O-])[O-].[K+].[K+].CO>O>[C:1]([O:5][C:6](=[O:29])[N:7]([CH2:8][CH2:9][NH2:10])[CH2:17][CH2:18][CH2:19][C:20]1[CH:21]=[CH:22][C:23]([N+:26]([O-:28])=[O:27])=[CH:24][CH:25]=1)([CH3:2])([CH3:4])[CH3:3] |f:1.2.3|. Solvent: O (water). Reaction conditions: temperature 50 celsius. The reactants are C(C)(C)(C)OC(N(CCNC(C(F)(F)F)=O)CCCC1=CC=C(C=C1)[N+](=O)[O-])=O ([3-(4-Nitro-phenyl)-propyl]-[2-(2,2,2-trifluoro-acetylamino)-ethyl]carbamic acid tert-butyl ester), C([O-])([O-])=O.[K+].[K+] (potassium carbonate), CO (methanol). Reactants: O1CCN(CC1)CC(=O)SCC([C@H]1CC[C@H]2[C@@H]3CC[C@H]4C[C@@H](CC[C@]4(C)[C@H]3C(C[C@]12C)=O)O)=O (21-morpholinoacetylthio-3α -hydroxy-5α-pregnane-11,20 -dione), C(CC(O)(C(=O)O)CC(=O)O)(=O)O (citric acid). Reaction conditions: time 30 minute. Yields the product C(CC(O)(C(=O)O)CC(=O)O)(=O)O.O1CCN(CC1)CC(=O)SCC([C@H]1CC[C@H]2[C@@H]3CC[C@H]4C[C@@H](CC[C@]4(C)[C@H]3C(C[C@]12C)=O)O)=O (21-Morpholinoacetylthio-3α-hydroxy-5α-pregnane-11,20-dione citrate). Reaction SMILES: [O:1]1[CH2:6][CH2:5][N:4]([CH2:7][C:8]([S:10][CH2:11][C:12](=[O:34])[C@@H:13]2[C@:30]3([CH3:31])[C@H:16]([C@H:17]4[C@H:27]([C:28](=[O:32])[CH2:29]3)[C@:25]3([CH3:26])[C@H:20]([CH2:21][C@H:22]([OH:33])[CH2:23][CH2:24]3)[CH2:19][CH2:18]4)[CH2:15][CH2:14]2)=[O:9])[CH2:3][CH2:2]1.[C:35]([OH:47])(=[O:46])[CH2:36][C:37]([CH2:42][C:43]([OH:45])=[O:44])([C:39]([OH:41])=[O:40])[OH:38]>>[C:35]([OH:47])(=[O:46])[CH2:36][C:37]([CH2:42][C:43]([OH:45])=[O:44])([C:39]([OH:41])=[O:40])[OH:38].[O:1]1[CH2:2][CH2:3][N:4]([CH2:7][C:8]([S:10][CH2:11][C:12](=[O:34])[C@@H:13]2[C@:30]3([CH3:31])[C@H:16]([C@H:17]4[C@H:27]([C:28](=[O:32])[CH2:29]3)[C@:25]3([CH3:26])[C@H:20]([CH2:21][C@H:22]([OH:33])[CH2:23][CH2:24]3)[CH2:19][CH2:18]4)[CH2:15][CH2:14]2)=[O:9])[CH2:5][CH2:6]1 |f:2.3|. Procedure: A mixture of 21-morpholinoacetylthio-3α -hydroxy-5α-pregnane-11,20 -dione (245.8 mg., 0.5 mmole) and 0.1 M aqueous citric acid (10 ml., 1.0 mmole) was shaken vigorously for 30 minutes. The undissolved solid (138 mg.) was removed by filtration and the filtrate was assumed to contain 107 mg. of free steroidal base as its citrate in 10 ml. of solution. The filtrate was therefore an approximately 1% aqueous solution of the title compound. The reactants are [Br-], CCc1cc(C(F)(C(F)(F)F)C(F)(F)C(F)(F)F)cc(Br)c1NC(=O)c1ccc(C#N)c([N+](=O)[O-])c1, CCCC[N+](CCCC)(CCCC)CCCC, CCOC(C)=O, [Na+], [Na+], C1CCOC1, [OH-], O=S([O-])O. The product is CCc1cc(C(F)(C(F)(F)F)C(F)(F)C(F)(F)F)cc(Br)c1NC(=O)c1ccc(C#N)c(N)c1. Reaction SMILES: [Br-:49].[Br:1][c:2]1[c:3]([NH:23][C:24]([c:25]2[cH:26][c:27]([N+:33]([O-:34])=[O:35])[c:28]([C:31]#[N:32])[cH:29][cH:30]2)=[O:36])[c:4]([CH2:21][CH3:22])[cH:5][c:6]([C:8]([C:9]([C:10]([F:11])([F:12])[F:13])([F:14])[F:15])([C:16]([F:17])([F:18])[F:19])[F:20])[cH:7]1.[CH3:50][CH2:51][CH2:52][CH2:53][N+:54]([CH2:55][CH2:56][CH2:57][CH3:58])([CH2:59][CH2:60][CH2:61][CH3:62])[CH2:63][CH2:64][CH2:65][CH3:66].[CH3:67][CH2:68][O:69][C:70](=[O:71])[CH3:72].[Na+:38].[Na+:43].[O:44]1[CH2:45][CH2:46][CH2:47][CH2:48]1.[OH-:37].[S:39]([O-:40])([OH:41])=[O:42]>>[Br:1][c:2]1[c:3]([NH:23][C:24]([c:25]2[cH:26][c:27]([NH2:33])[c:28]([C:31]#[N:32])[cH:29][cH:30]2)=[O:36])[c:4]([CH2:21][CH3:22])[cH:5][c:6]([C:8]([C:9]([C:10]([F:11])([F:12])[F:13])([F:14])[F:15])([C:16]([F:17])([F:18])[F:19])[F:20])[cH:7]1.